This data is from the Open Reaction Database (ORD), a public repository of structured organic reaction records. The task is: describe an organic reaction: reactants, conditions, products, and yield Reaction SMILES: [CH2:1]([O:8][C:9]1[CH:10]=[C:11]([CH:21]=[CH:22][CH:23]=1)[CH2:12][O:13][C:14]1[CH:19]=[N:18][CH:17]=[C:16](Cl)[N:15]=1)[C:2]1[CH:7]=[CH:6][CH:5]=[CH:4][CH:3]=1.[NH:24]1[CH2:29][CH2:28][NH:27][CH2:26][CH2:25]1.C([O-])([O-])=O.[K+].[K+]>>[CH2:1]([O:8][C:9]1[CH:10]=[C:11]([CH:21]=[CH:22][CH:23]=1)[CH2:12][O:13][C:14]1[CH:19]=[N:18][CH:17]=[C:16]([N:24]2[CH2:29][CH2:28][NH:27][CH2:26][CH2:25]2)[N:15]=1)[C:2]1[CH:7]=[CH:6][CH:5]=[CH:4][CH:3]=1 |f:2.3.4|. Yields the product C(C1=CC=CC=C1)OC=1C=C(COC2=NC(=CN=C2)N2CCNCC2)C=CC1 (2-{[3-(Benzyloxy)benzyl]oxy}-6-(1-piperazinyl)pyrazine). Starting materials: C(C1=CC=CC=C1)OC=1C=C(COC2=NC(=CN=C2)Cl)C=CC1 (2-{[3-(Benzyloxy)benzyl]oxy}-6-chloropyrazine), N1CCNCC1 (piperazine), C(=O)([O-])[O-].[K+].[K+] (K2CO3). Reported procedure: The title compound was prepared according to the procedure of example 50, step 2, starting from the product obtained in step 1 above (1.62 g, 4.96 mmol), piperazine (1.28 g, 14.9 mmol) and K2CO3 (0.70 g, 5.1 mmol). The yield of the title compound was 1.16 g (62%) and was obtained as an oil. HRMS m/z calcd for C22H24N4O2 (M)+ 376.1899, found 376.1890. Anal. (C22H24N4O2) C, H, N. The reactants are O=C(Cl)OCCc1ccccc1, CCCCCCC(O)CCC(=O)OCCC(C)CCC=C(C)C, C1CCOC1, O, c1ccncc1. The product is CCCCCCC(CCC(=O)OCCC(C)CCC=C(C)C)OC(=O)OCCc1ccccc1. RXN SMILES: [CH2:30]([CH2:31][c:32]1[cH:33][cH:34][cH:35][cH:36][cH:37]1)[O:38][C:39](=[O:40])[Cl:41].[CH3:1][CH:2]([CH2:3][CH2:4][O:5][C:6]([CH2:7][CH2:8][CH:9]([CH2:10][CH2:11][CH2:12][CH2:13][CH2:14][CH3:15])[OH:16])=[O:17])[CH2:18][CH2:19][CH:20]=[C:21]([CH3:22])[CH3:23].[O:43]1[CH2:44][CH2:45][CH2:46][CH2:47]1.[OH2:42].[cH:24]1[cH:25][cH:26][n:27][cH:28][cH:29]1>>[CH3:1][CH:2]([CH2:3][CH2:4][O:5][C:6]([CH2:7][CH2:8][CH:9]([CH2:10][CH2:11][CH2:12][CH2:13][CH2:14][CH3:15])[O:16][C:39]([O:38][CH2:30][CH2:31][c:32]1[cH:33][cH:34][cH:35][cH:36][cH:37]1)=[O:40])=[O:17])[CH2:18][CH2:19][CH:20]=[C:21]([CH3:22])[CH3:23]. The reactants are OC1=CC=C(C=C1)CCC1=CC2=C(C=C(O2)C(C)NC(C)=O)C=C1 (N-(1-{6-[2-(4-hydroxyphenyl)ethyl]-1-benzofuran-2-yl}ethyl)acetamide), COCCCl (2-chloroethyl methyl ether). Yields the product COCCOC1=CC=C(C=C1)CCC1=CC2=C(C=C(O2)C(C)NC(C)=O)C=C1 (N-[1-(6-{2-[4-(2-methoxyethoxy)phenyl]ethyl}-1-benzofuran-2-yl)ethyl]acetamide). Yield: 25.0%. Reaction SMILES: [OH:1][C:2]1[CH:7]=[CH:6][C:5]([CH2:8][CH2:9][C:10]2[CH:24]=[CH:23][C:13]3[CH:14]=[C:15]([CH:17]([NH:19][C:20](=[O:22])[CH3:21])[CH3:18])[O:16][C:12]=3[CH:11]=2)=[CH:4][CH:3]=1.[CH3:25][O:26][CH2:27][CH2:28]Cl>>[CH3:25][O:26][CH2:27][CH2:28][O:1][C:2]1[CH:3]=[CH:4][C:5]([CH2:8][CH2:9][C:10]2[CH:24]=[CH:23][C:13]3[CH:14]=[C:15]([CH:17]([NH:19][C:20](=[O:22])[CH3:21])[CH3:18])[O:16][C:12]=3[CH:11]=2)=[CH:6][CH:7]=1. Procedure: Using N-(1-{6-[2-(4-hydroxyphenyl)ethyl]-1-benzofuran-2-yl}ethyl)acetamide (32.3 mg, 0.100 mmol) obtained in Example 165 and 2-chloroethyl methyl ether (0.0189 mL, 0.200 mmol) and in the same manner as in Example 158, the title compound was obtained (9.4 mg, yield 25%) as a white solid.